Dataset: the Open Reaction Database (ORD), a public repository of structured organic reaction records. Task: describe an organic reaction: reactants, conditions, products, and yield Reactants: BrBr (bromine), C(C)OC(=O)C=1N=CC=2NC=3C=CC=CC3C2N1 (5H-Pyrimido[5,4-b]indole-2-carboxylic Acid Ethyl Ester). The solvent is C(Cl)(Cl)Cl (chloroform), C(Cl)(Cl)Cl (chloroform), N1=CC=CC=C1 (pyridine). Conditions: time 6 hour. Yields the product C(C)OC(=O)C=1N=CC=2NC=3C=CC(=CC3C2N1)Br (8-Bromo-5H-pyrimido[5,4-b]indole-2-carboxylic Acid Ethyl Ester). Reaction SMILES: [CH2:1]([O:3][C:4]([C:6]1[N:7]=[CH:8][C:9]2[NH:10][C:11]3[CH:12]=[CH:13][CH:14]=[CH:15][C:16]=3[C:17]=2[N:18]=1)=[O:5])[CH3:2].[Br:19]Br>C(Cl)(Cl)Cl.N1C=CC=CC=1>[CH2:1]([O:3][C:4]([C:6]1[N:7]=[CH:8][C:9]2[NH:10][C:11]3[CH:12]=[CH:13][C:14]([Br:19])=[CH:15][C:16]=3[C:17]=2[N:18]=1)=[O:5])[CH3:2]. Procedure: A solution is prepared from 1.15 g of 5H-pyrimido[5,4-b]indole-2-carboxylic acid ethyl ester (Example 3) in 50 ml of chloroform and 5.3 ml of pyridine and combined dropwise with 1 g (0.33 ml) of bromine in 10 ml of chloroform at room temperature. After 6 hours of agitation, the mixture is concentrated, taken up in 30 ml of water, made alkaline with ammonia, layered over with ethyl acetate, and then shaken and suctioned off. The thus-obtained residue is 0.86 g of 8-bromo-5H-pyrimido[5,4-b]indole-...